Dataset: the Open Reaction Database (ORD), a public repository of structured organic reaction records. Task: describe an organic reaction: reactants, conditions, products, and yield The reactants are CCC1C(=O)N(C)c2cnc(-c3ccncc3NC(=O)OC(C)(C)C)nc2N1C1CCCC1, ClCCl, O=C(O)C(F)(F)F. Product: CCC1C(=O)N(C)c2cnc(-c3ccncc3N)nc2N1C1CCCC1. RXN SMILES: [CH:8]1([N:13]2[CH:14]([CH2:39][CH3:40])[C:15](=[O:38])[N:16]([CH3:37])[c:17]3[cH:18][n:19][c:20](-[c:23]4[c:24]([NH:29][C:30](=[O:31])[O:32][C:33]([CH3:34])([CH3:35])[CH3:36])[cH:25][n:26][cH:27][cH:28]4)[n:21][c:22]32)[CH2:9][CH2:10][CH2:11][CH2:12]1.[Cl:41][CH2:42][Cl:43].[F:1][C:2]([F:3])([F:4])[C:5]([OH:6])=[O:7]>>[CH:8]1([N:13]2[CH:14]([CH2:39][CH3:40])[C:15](=[O:38])[N:16]([CH3:37])[c:17]3[cH:18][n:19][c:20](-[c:23]4[c:24]([NH2:29])[cH:25][n:26][cH:27][cH:28]4)[n:21][c:22]32)[CH2:9][CH2:10][CH2:11][CH2:12]1.